Dataset: the Open Reaction Database (ORD), a public repository of structured organic reaction records. Task: describe an organic reaction: reactants, conditions, products, and yield Reactants: COCN(C[Si](C)(C)C)CC1=CC=CC=C1 (N-(methoxymethyl)-N-(phenylmethyl)-N-(trimethylsilyl)methylamine), CC(C#C)=O (but-3-yn-2-one), FC(C(=O)O)(F)F (trifluoroacetic acid). Run in C(Cl)Cl (CH2Cl2). Run at temperature 25 celsius, time 2 hour. Product: C(C1=CC=CC=C1)N1CC(=CC1)C(C)=O (1-(1-Benzyl-2,5-dihydro-1H-pyrrol-3-yl)-ethanone). The yield is 49.7%. As a reaction SMILES: CO[CH2:3][N:4]([CH2:10][C:11]1[CH:16]=[CH:15][CH:14]=[CH:13][CH:12]=1)[CH2:5][Si](C)(C)C.[CH3:17][C:18](=[O:21])[C:19]#[CH:20].FC(F)(F)C(O)=O>C(Cl)Cl>[CH2:10]([N:4]1[CH2:3][CH:20]=[C:19]([C:18](=[O:21])[CH3:17])[CH2:5]1)[C:11]1[CH:12]=[CH:13][CH:14]=[CH:15][CH:16]=1. Procedure details: To a solution of N-(methoxymethyl)-N-(phenylmethyl)-N-(trimethylsilyl)methylamine (9.76 g, 0.041 mol) in CH2Cl2 (40 mL) at 0° C., was added dropwise over a 5 minutes period but-3-yn-2-one (2.0 g, 0.029 mol) followed by trifluoroacetic acid (0.22 mL, 0.003 mol) (very exothermic reaction). The ice bath was removed after 30 minutes, and the solution was stirred at 25° C. for an additional 2 h. It was then concentrated and purification by flash chromatography (SiO2, EtOAc/Heptane 1:1) afforded 2.90 ...